This data is from the Open Reaction Database (ORD), a public repository of structured organic reaction records. The task is: describe an organic reaction: reactants, conditions, products, and yield Starting materials: BrCCCCOCCc1ccccn1, O=C([O-])[O-], CC(=O)CC(C)=O, CCO, [I-], [K+], [K+], [K+]. Product: CC(=O)CCCCCOCCc1ccccn1. RXN SMILES: [Br:1][CH2:2][CH2:3][CH2:4][CH2:5][O:6][CH2:7][CH2:8][c:9]1[n:10][cH:11][cH:12][cH:13][cH:14]1.[C:22](=[O:23])([O-:24])[O-:25].[CH3:15][C:16]([CH2:17][C:18]([CH3:19])=[O:20])=[O:21].[CH3:30][CH2:31][OH:32].[I-:29].[K+:26].[K+:27].[K+:28]>>[CH2:2]([CH2:3][CH2:4][CH2:5][O:6][CH2:7][CH2:8][c:9]1[n:10][cH:11][cH:12][cH:13][cH:14]1)[CH2:17][C:18]([CH3:19])=[O:20]. Starting materials: C1CCNCC1, BrCCCc1ccc2c(c1)CCC2, Cc1ccccc1. Product: c1cc2c(cc1CCCN1CCCCC1)CCC2. As a reaction SMILES: [CH2:14]1[CH2:15][CH2:16][NH:17][CH2:18][CH2:19]1.[CH2:1]1[CH2:2][CH2:3][c:4]2[cH:5][c:6]([CH2:10][CH2:11][CH2:12][Br:13])[cH:7][cH:8][c:9]21.[CH3:20][c:21]1[cH:22][cH:23][cH:24][cH:25][cH:26]1>>[CH2:1]1[CH2:2][CH2:3][c:4]2[cH:5][c:6]([CH2:10][CH2:11][CH2:12][N:17]3[CH2:16][CH2:15][CH2:14][CH2:19][CH2:18]3)[cH:7][cH:8][c:9]21.